From a dataset of the Open Reaction Database (ORD), a public repository of structured organic reaction records. describe an organic reaction: reactants, conditions, products, and yield Starting materials: ice water, C(C(=O)O)(=O)O (oxalic acid), Cl.CN(CCS)C (2-dimethylaminoethanethiol hydrochloride), [H-].[Na+] (sodium hydride), ClC1=NC2=CC=CC=C2C=C1C1CC1 (2-chloro-3-cyclopropylquinoline). The solvent is CN(C=O)C (dimethylformamide), CN(C=O)C (dimethylformamide). Yields the product C(C(=O)O)(=O)O.C1(CC1)C=1C(=NC2=CC=CC=C2C1)SCCN(C)C (3-cyclopropyl-2-(2-dimethylaminoethylthio)quinoline hydrogen oxalate). RXN SMILES: Cl.[CH3:2][N:3]([CH3:7])[CH2:4][CH2:5][SH:6].[H-].[Na+].Cl[C:11]1[C:20]([CH:21]2[CH2:23][CH2:22]2)=[CH:19][C:18]2[C:13](=[CH:14][CH:15]=[CH:16][CH:17]=2)[N:12]=1.[C:24]([OH:29])(=[O:28])[C:25]([OH:27])=[O:26]>CN(C)C=O>[C:24]([OH:29])(=[O:28])[C:25]([OH:27])=[O:26].[CH:21]1([C:20]2[C:11]([S:6][CH2:5][CH2:4][N:3]([CH3:7])[CH3:2])=[N:12][C:13]3[C:18]([CH:19]=2)=[CH:17][CH:16]=[CH:15][CH:14]=3)[CH2:23][CH2:22]1 |f:0.1,2.3,7.8|. Reported procedure: A solution of 2-dimethylaminoethanethiol hydrochloride (1.7 g.) in dimethylformamide (25 ml.) was added dropwise to a suspension of sodium hydride (0.5 g.) in a solution of 2-chloro-3-cyclopropylquinoline (2.0 g.) in dimethylformamide (25 ml.) at 0°-5°. The mixture was then heated at 80° for 4 hr. and then poured into ice water (200 ml.) and extracted with ethyl acetate (3×100 ml.). The ethyl acetate extract was washed successively with saturated brine (100 ml.) and water (3×100 ml.), dried (Na2... Starting materials: ClC=1C=C(C(=C(C1)C1=CC2=C(C(CO2)NC(=O)C2(CC2)N)C=C1)C1=NOC(=N1)C)F (1-Amino-cyclopropanecarboxylic acid{(rac)-6-[5-chloro-3-fluoro-2-(5-methyl-[1,2,4]oxadiazol-3-yl)-phenyl]-2,3-dihydro-benzofuran-3-yl}-amide), COC1=NC=C(C=N1)C(=O)O (2-methoxy-pyrimidine-5-carboxylic acid). The product is ClC=1C=C(C(=C(C1)C1=CC2=C(C(CO2)NC(=O)C2(CC2)NC(=O)C=2C=NC(=NC2)OC)C=C1)C1=NOC(=N1)C)F (2-Methoxy-pyrimidine-5-carboxylic acid(1-{(rac)-6-[5-chloro-3-fluoro-2-(5-methyl-[1,2,4]oxadiazol-3-yl)-phenyl]-2,3-dihydro-benzofuran-3-ylcarbamoyl}-cyclopropyl)-amide). RXN SMILES: [Cl:1][C:2]1[CH:3]=[C:4]([F:30])[C:5]([C:24]2[N:28]=[C:27]([CH3:29])[O:26][N:25]=2)=[C:6]([C:8]2[CH:23]=[CH:22][C:11]3[CH:12]([NH:15][C:16]([C:18]4([NH2:21])[CH2:20][CH2:19]4)=[O:17])[CH2:13][O:14][C:10]=3[CH:9]=2)[CH:7]=1.[CH3:31][O:32][C:33]1[N:38]=[CH:37][C:36]([C:39](O)=[O:40])=[CH:35][N:34]=1>>[Cl:1][C:2]1[CH:3]=[C:4]([F:30])[C:5]([C:24]2[N:28]=[C:27]([CH3:29])[O:26][N:25]=2)=[C:6]([C:8]2[CH:23]=[CH:22][C:11]3[CH:12]([NH:15][C:16]([C:18]4([NH:21][C:39]([C:36]5[CH:35]=[N:34][C:33]([O:32][CH3:31])=[N:38][CH:37]=5)=[O:40])[CH2:20][CH2:19]4)=[O:17])[CH2:13][O:14][C:10]=3[CH:9]=2)[CH:7]=1. Procedure details: In analogy to the procedure described for the preparation of intermediate A-1 [B], 1-amino-cyclopropanecarboxylic acid{(rac)-6-[5-chloro-3-fluoro-2-(5-methyl-[1,2,4]oxadiazol-3-yl)-phenyl]-2,3-dihydro-benzofuran-3-yl}-amide (example 45) has been coupled with 2-methoxy-pyrimidine-5-carboxylic acid to yield the title compound as light yellow solid. MS: 565.1 (MH+, 1Cl). The reactants are NC1=NC(=CC(=N1)O)C1=CC=NC=C1 (2-Amino-6-(4-pyridinyl)-4-pyrimidinol), P(=O)(Cl)(Cl)Cl (phosphoryl chloride), CN(C1=CC=CC=C1)C (N,N-dimethylaniline). Conditions: temperature 100 celsius, time 1 hour. The product is ClC1=NC(=NC(=C1)C1=CC=NC=C1)N (4-Chloro-6-(4-pyridinyl)-2-pyrimidinamine). As a reaction SMILES: [NH2:1][C:2]1[N:7]=[C:6](O)[CH:5]=[C:4]([C:9]2[CH:14]=[CH:13][N:12]=[CH:11][CH:10]=2)[N:3]=1.P(Cl)(Cl)([Cl:17])=O.CN(C)C1C=CC=CC=1>>[Cl:17][C:6]1[CH:5]=[C:4]([C:9]2[CH:14]=[CH:13][N:12]=[CH:11][CH:10]=2)[N:3]=[C:2]([NH2:1])[N:7]=1. Procedure: 32 g (170.04 mmol) of the compound (from example XXVIII) are dissolved in 87.1 ml (0.93 mmol) of phosphoryl chloride. 2.80 ml (22.11 mmol) of N,N-dimethylaniline are slowly added dropwise, and the mixture is stirred at 100° C. for one hour. The reaction solution is then stirred at room temperature for another two hours. The phosphoryl chloride is removed under reduced pressure using a rotary evaporator. Water/dichloromethane 9:1 is added to the residue, which is then boiled for 5 minutes. The mi...